This data is from the Open Reaction Database (ORD), a public repository of structured organic reaction records. The task is: describe an organic reaction: reactants, conditions, products, and yield Reactants: C([C@@H]1[C@@H]2[C@@H]([C@H]([C@H](O1)O[C@@H]3[C@H](O[C@@H]([C@@H]([C@H]3O)O)O[C@@H]4[C@H](O[C@@H]([C@@H]([C@H]4O)O)O[C@@H]5[C@H](O[C@@H]([C@@H]([C@H]5O)O)O[C@@H]6[C@H](O[C@@H]([C@@H]([C@H]6O)O)O[C@@H]7[C@H](O[C@H](O2)[C@@H]([C@H]7O)O)CO)CO)CO)CO)CO)O)O)O (α-cyclodextrin), CCC(C)C (isopentane). Run at time 3 minute. Yields the product CCC(C)C.C([C@@H]1[C@@H]2[C@@H]([C@H]([C@H](O1)O[C@@H]3[C@H](O[C@@H]([C@@H]([C@H]3O)O)O[C@@H]4[C@H](O[C@@H]([C@@H]([C@H]4O)O)O[C@@H]5[C@H](O[C@@H]([C@@H]([C@H]5O)O)O[C@@H]6[C@H](O[C@@H]([C@@H]([C@H]6O)O)O[C@@H]7[C@H](O[C@H](O2)[C@@H]([C@H]7O)O)CO)CO)CO)CO)CO)O)O)O (Isopentane α-cyclodextrin). Reaction SMILES: [CH2:1]([OH:66])[C@H:2]1[O:7][C@@H:6]2[O:8][C@H:9]3[C@H:14]([OH:15])[C@@H:13]([OH:16])[C@@H:12]([O:17][C@H:18]4[C@H:23]([OH:24])[C@@H:22]([OH:25])[C@@H:21]([O:26][C@H:27]5[C@H:32]([OH:33])[C@@H:31]([OH:34])[C@@H:30]([O:35][C@H:36]6[C@H:41]([OH:42])[C@@H:40]([OH:43])[C@@H:39]([O:44][C@H:45]7[C@H:51]([OH:52])[C@@H:50]([OH:53])[C@@H:48]([O:49][C@H:3]1[C@H:4]([OH:65])[C@H:5]2[OH:64])[O:47][C@@H:46]7[CH2:54][OH:55])[O:38][C@@H:37]6[CH2:56][OH:57])[O:29][C@@H:28]5[CH2:58][OH:59])[O:20][C@@H:19]4[CH2:60][OH:61])[O:11][C@@H:10]3[CH2:62][OH:63].[CH3:67][CH2:68][CH:69]([CH3:71])[CH3:70]>>[CH3:67][CH2:68][CH:69]([CH3:71])[CH3:70].[CH2:56]([OH:57])[C@H:37]1[O:38][C@@H:39]2[O:44][C@H:45]3[C@H:51]([OH:52])[C@@H:50]([OH:53])[C@@H:48]([O:49][C@H:3]4[C@H:4]([OH:65])[C@@H:5]([OH:64])[C@@H:6]([O:8][C@H:9]5[C@H:14]([OH:15])[C@@H:13]([OH:16])[C@@H:12]([O:17][C@H:18]6[C@H:23]([OH:24])[C@@H:22]([OH:25])[C@@H:21]([O:26][C@H:27]7[C@H:32]([OH:33])[C@@H:31]([OH:34])[C@@H:30]([O:35][C@H:36]1[C@H:41]([OH:42])[C@H:40]2[OH:43])[O:29][C@@H:28]7[CH2:58][OH:59])[O:20][C@@H:19]6[CH2:60][OH:61])[O:11][C@@H:10]5[CH2:62][OH:63])[O:7][C@@H:2]4[CH2:1][OH:66])[O:47][C@@H:46]3[CH2:54][OH:55] |f:2.3|. Reported procedure: 20 ml of saturated α-cyclodextrin solution were mixed with 1 ml of isopentane and ultrasounded for 3 minutes in the ultrasonic bath. The resulting difficultly soluble complex was obtained through filtration and dried via calcium chloride. Starting materials: CCOC(=O)c1ccc(-c2c(F)c(OC)cc(OC)c2Cl)c2nccnc12, COc1cc(OC)c(Cl)c(-c2ccc(C(=O)Nc3ccc(CN4CCN(C)CC4)cn3)c3nccnc23)c1Cl, C[Al](C)C, ClCCl, [Na+], O=C([O-])O. Product: COc1cc(OC)c(Cl)c(-c2ccc(C(=O)Nc3ccc(CN4CCN(C)CC4)cn3)c3nccnc23)c1F. Reaction SMILES: [CH2:1]([O:3][C:4](=[O:2])[c:6]1[c:7]2[n:8][cH:9][cH:10][n:11][c:12]2[c:13](-[c:16]2[c:17]([Cl:27])[c:18]([O:25][CH3:26])[cH:19][c:20]([O:23][CH3:24])[c:21]2[F:22])[cH:14][cH:15]1)[CH3:5].[CH3:28][N:29]1[CH2:30][CH2:31][N:32]([CH2:35][c:36]2[cH:37][cH:38][c:39]([NH:42][C:43]([c:44]3[c:45]4[n:46][cH:47][cH:48][n:49][c:50]4[c:51](-[c:52]4[c:53]([Cl:54])[c:55]([O:56][CH3:57])[cH:58][c:59]([O:60][CH3:61])[c:62]4[Cl:63])[cH:64][cH:65]3)=[O:66])[n:40][cH:41]2)[CH2:33][CH2:34]1.[CH3:67][Al:68]([CH3:69])[CH3:70].[Cl:76][CH2:77][Cl:78].[Na+:75].[O-:71][C:72]([OH:73])=[O:74]>>[O:3]=[C:4]([c:6]1[c:7]2[n:8][cH:9][cH:10][n:11][c:12]2[c:13](-[c:16]2[c:17]([Cl:27])[c:18]([O:25][CH3:26])[cH:19][c:20]([O:23][CH3:24])[c:21]2[F:22])[cH:14][cH:15]1)[NH:42][c:39]1[cH:38][cH:37][c:36]([CH2:35][N:32]2[CH2:31][CH2:30][N:29]([CH3:28])[CH2:34][CH2:33]2)[cH:41][n:40]1.